This data is from the Open Reaction Database (ORD), a public repository of structured organic reaction records. The task is: describe an organic reaction: reactants, conditions, products, and yield The reactants are CN1CCCC1=O, CN1CCc2[nH]c3ccc(Cl)c(F)c3c2C1, C=Cc1ccc(C(F)(F)F)nc1, [K+], [OH-]. The product is CN1CCc2c(c3c(F)c(Cl)ccc3n2CCc2ccc(C(F)(F)F)nc2)C1. RXN SMILES: [CH3:31][N:32]1[CH2:33][CH2:34][CH2:35][C:36]1=[O:37].[Cl:1][c:2]1[c:3]([F:16])[c:4]2[c:5]3[c:6]([nH:7][c:8]2[cH:9][cH:10]1)[CH2:11][CH2:12][N:13]([CH3:15])[CH2:14]3.[F:17][C:18]([c:19]1[n:20][cH:21][c:22]([CH:25]=[CH2:26])[cH:23][cH:24]1)([F:27])[F:28].[K+:30].[OH-:29]>>[Cl:1][c:2]1[c:3]([F:16])[c:4]2[c:5]3[c:6]([n:7]([CH2:26][CH2:25][c:22]4[cH:21][n:20][c:19]([C:18]([F:17])([F:27])[F:28])[cH:24][cH:23]4)[c:8]2[cH:9][cH:10]1)[CH2:11][CH2:12][N:13]([CH3:15])[CH2:14]3.